Dataset: the Open Reaction Database (ORD), a public repository of structured organic reaction records. Task: describe an organic reaction: reactants, conditions, products, and yield Reaction conditions: time 3 hour. The solvent is C(Cl)Cl (methylene chloride). The reactants are C1(O)=CC(O)=CC=C1 (resorcinol), C(CCC)OC(C(NC(=O)OC(C)(C)C)OC(C)=O)=O (N-t-butoxycarbonyl-2-acetoxyglycine n-butyl ester), B(F)(F)F.CCOCC (boron trifluoride etherate). Procedure: To a stirred mixture of 11.0 g. (0.1 mol.) of resorcinol and 24.7 g. (0.085 mol.) of N-t-butoxycarbonyl-2-acetoxyglycine n-butyl ester in 250 ml. of methylene chloride at 0° was added 1 ml. of boron trifluoride etherate. The reaction mixture was allowed to warm to room temperature during a 30 minute period, then it was stirred for an additional 3 hours. The reaction mixture was washed five times with equal volumes of water, dried (Na2SO4) and concentrated in vacuo to give N-t-butoxycarbonyl-2-(2... RXN SMILES: [C:1]1([CH:8]=[CH:7][CH:6]=[C:4]([OH:5])[CH:3]=1)[OH:2].[CH2:9]([O:13][C:14](=[O:28])[CH:15](OC(=O)C)[NH:16][C:17]([O:19][C:20]([CH3:23])([CH3:22])[CH3:21])=[O:18])[CH2:10][CH2:11][CH3:12].B(F)(F)F.CCOCC>C(Cl)Cl>[CH2:9]([O:13][C:14](=[O:28])[CH:15]([C:6]1[CH:7]=[CH:8][C:1]([OH:2])=[CH:3][C:4]=1[OH:5])[NH:16][C:17]([O:19][C:20]([CH3:23])([CH3:22])[CH3:21])=[O:18])[CH2:10][CH2:11][CH3:12] |f:2.3|. The product is C(CCC)OC(C(NC(=O)OC(C)(C)C)C1=C(C=C(C=C1)O)O)=O (N-t-butoxycarbonyl-2-(2,4-dihydroxyphenyl)glycine n-butyl ester). Starting materials: ClC=1C=CC=2N(N1)C(=CN2)CC=2C(=C1C=CC=NC1=CC2)F (6-(6-chloro-imidazo[1,2-b]pyridazin-3-ylmethyl)-5-fluoro-quinoline), ClC=1C=CC=2N(N1)C(=CN2)CC=2C(=C1C=CC=NC1=CC2)F (6-(6-chloro-imidazo[1,2-b]pyridazin-3-ylmethyl)-5-fluoro-quinoline), Cl.CN1C(CNCC1)=O (1-methylpiperazin-2-one hydrochloride). The product is FC1=C2C=CC=NC2=CC=C1CC1=CN=C2N1N=C(C=C2)N2CC(N(CC2)C)=O (4-[3-(5-Fluoro-quinolin-6-ylmethyl)-imidazo[1,2-b]pyridazin-6-yl]-1-methyl-piperazin-2-one). RXN SMILES: Cl[C:2]1[CH:3]=[CH:4][C:5]2[N:6]([C:8]([CH2:11][C:12]3[C:13]([F:22])=[C:14]4[C:19](=[CH:20][CH:21]=3)[N:18]=[CH:17][CH:16]=[CH:15]4)=[CH:9][N:10]=2)[N:7]=1.Cl.[CH3:24][N:25]1[CH2:30][CH2:29][NH:28][CH2:27][C:26]1=[O:31]>>[F:22][C:13]1[C:12]([CH2:11][C:8]2[N:6]3[N:7]=[C:2]([N:28]4[CH2:29][CH2:30][N:25]([CH3:24])[C:26](=[O:31])[CH2:27]4)[CH:3]=[CH:4][C:5]3=[N:10][CH:9]=2)=[CH:21][CH:20]=[C:19]2[C:14]=1[CH:15]=[CH:16][CH:17]=[N:18]2 |f:1.2|. Procedure: The title compound was prepared in analogy to Example 38 using 6-(6-chloro-imidazo[1,2-b]pyridazin-3-ylmethyl)-5-fluoro-quinoline (Intermediate N, 70 mg, 0.224 mmol), 1-methylpiperazin-2-one hydrochloride (67.4 mg, 0.448 mmol) (tR 3.31 min (conditions 5), MH+=391, 1H-NMR in DMSO-d6: 8.91 (m, 1H); 8.47 (d, 1H); 7.85 (d, 1H); 7.78 (d, 1H); 7.69 (d, 1H); 7.66 (s, 1H); 7.61 (m, 1H); 7.50 (s, 1H); 4.42 (s, 2H); 4.03 (s, 2H); 3.74 (m, 2H); 3.35 (m, 2H); 2.84 (s, 3H)).